From a dataset of the Open Reaction Database (ORD), a public repository of structured organic reaction records. describe an organic reaction: reactants, conditions, products, and yield Starting materials: BrC=1N=CC(=NC1)N (5-bromopyrazin-2-amine), CC=1C=C(C=CC1C)B(O)O (3,4-dimethylphenylboronic acid), C([O-])([O-])=O.[Na+].[Na+] (sodium carbonate). Reagents/catalysts: C=1C=CC(=CC1)[P](C=2C=CC=CC2)(C=3C=CC=CC3)[Pd]([P](C=4C=CC=CC4)(C=5C=CC=CC5)C=6C=CC=CC6)([P](C=7C=CC=CC7)(C=8C=CC=CC8)C=9C=CC=CC9)[P](C=1C=CC=CC1)(C=1C=CC=CC1)C=1C=CC=CC1 (Pd(PPh3)4). Run in O1CCOCC1 (1,4-dioxane), CO (methanol), O (water). Conditions: temperature 110 celsius, time 4.5 hour. The product is CC=1C=C(C=CC1C)C=1N=CC(=NC1)N (5-(3,4-dimethylphenyl)pyrazin-2-amine). As a reaction SMILES: Br[C:2]1[N:3]=[CH:4][C:5]([NH2:8])=[N:6][CH:7]=1.[CH3:9][C:10]1[CH:11]=[C:12](B(O)O)[CH:13]=[CH:14][C:15]=1[CH3:16].C(=O)([O-])[O-].[Na+].[Na+]>O1CCOCC1.CO.O.C1C=CC([P]([Pd]([P](C2C=CC=CC=2)(C2C=CC=CC=2)C2C=CC=CC=2)([P](C2C=CC=CC=2)(C2C=CC=CC=2)C2C=CC=CC=2)[P](C2C=CC=CC=2)(C2C=CC=CC=2)C2C=CC=CC=2)(C2C=CC=CC=2)C2C=CC=CC=2)=CC=1>[CH3:9][C:10]1[CH:11]=[C:12]([C:2]2[N:3]=[CH:4][C:5]([NH2:8])=[N:6][CH:7]=2)[CH:13]=[CH:14][C:15]=1[CH3:16] |f:2.3.4,^1:38,40,59,78|. Procedure details: To a solution of 5-bromopyrazin-2-amine (4 g, 22.99 mmol, 1.00 equiv) in 1,4-dioxane (68 mL) and methanol (23 mL) was added 3,4-dimethylphenylboronic acid (3.52 g, 23.47 mmol, 1.02 equiv), sodium carbonate (4.872 g, 45.96 mmol, 2.00 equiv) in water (23 mL), and Pd(PPh3)4 (532 mg, 0.46 mmol, 0.02 equiv) and the resulting solution was stirred for 4.5 h at 110° C. in an oil bath. The resulting mixture was concentrated under vacuum, diluted with 200 mL of ethyl acetate, washed with 2×100 mL of brine... The reactants are C(C)OC(=O)C(CC(=C)C)C1CCN(CC1)C(=O)OCC1=CC=CC=C1 (benzyl 4-[1-(ethoxycarbonyl)-3-methylbut-3-en-1-yl]piperidine-1-carboxylate), I(=O)(=O)(=O)[O-].[Na+] (Sodium periodate). Reagents/catalysts: [Os](=O)(=O)(=O)=O (Osmium tetroxide). The solvent is S(=O)([O-])[O-].[Na+].[Na+] (sodium sulfite), C([O-])(O)=O.[Na+] (sodium bicarbonate), O1CCCC1 (tetrahydrofuran), O (water). Reaction conditions: time 5 day. Product: C(C)OC(=O)C(CC(C)=O)C1CCN(CC1)C(=O)OCC1=CC=CC=C1 (Benzyl 4-[1-(ethoxycarbonyl)-3-oxobutyl]piperidine-1-carboxylate). Reaction SMILES: [CH2:1]([O:3][C:4]([CH:6]([CH:11]1[CH2:16][CH2:15][N:14]([C:17]([O:19][CH2:20][C:21]2[CH:26]=[CH:25][CH:24]=[CH:23][CH:22]=2)=[O:18])[CH2:13][CH2:12]1)[CH2:7][C:8](C)=[CH2:9])=[O:5])[CH3:2].I([O-])(=O)(=O)=[O:28].[Na+]>O1CCCC1.O.S([O-])([O-])=O.[Na+].[Na+].C(=O)(O)[O-].[Na+].[Os](=O)(=O)(=O)=O>[CH2:1]([O:3][C:4]([CH:6]([CH:11]1[CH2:16][CH2:15][N:14]([C:17]([O:19][CH2:20][C:21]2[CH:22]=[CH:23][CH:24]=[CH:25][CH:26]=2)=[O:18])[CH2:13][CH2:12]1)[CH2:7][C:8](=[O:28])[CH3:9])=[O:5])[CH3:2] |f:1.2,5.6.7,8.9|. Reported procedure: Osmium tetroxide (2.5 wt. % in t-BuOH; 0.3 mL, 0.001 mmol) was added to a solution of benzyl 4-[1-(ethoxycarbonyl)-3-methylbut-3-en-1-yl]piperidine-1-carboxylate (2.88 g, 8.01 mmol) in tetrahydrofuran (30 mL). Sodium periodate (5.14 g, 24.0 mmol) in water (26 mL) was added to the reaction mixture. After 5 days, the reaction was diluted with saturated aqueous sodium sulfite and saturated aqueous sodium bicarbonate and extracted with ethyl acetate (3×). The combined organic washes were dried over ... Starting materials: OC=1C=C2C=CC=C(C2=CC1)C(=O)O (6-hydroxy-1-napthoic acid), ClC1=NC=CC(=C1)Cl (2,4-dichloropyridine), C(=O)([O-])[O-].[Cs+].[Cs+] (Cs2CO3). Yields the product ClC1=NC=CC(=C1)OC=1C=C2C=CC=C(C2=CC1)C(=O)O (6-(2-chloropyridin-4-yloxy)-1-napthoic acid). Reaction SMILES: [OH:1][C:2]1[CH:3]=[C:4]2[C:9](=[CH:10][CH:11]=1)[C:8]([C:12]([OH:14])=[O:13])=[CH:7][CH:6]=[CH:5]2.[Cl:15][C:16]1[CH:21]=[C:20](Cl)[CH:19]=[CH:18][N:17]=1.C([O-])([O-])=O.[Cs+].[Cs+]>>[Cl:15][C:16]1[CH:21]=[C:20]([O:1][C:2]2[CH:3]=[C:4]3[C:9](=[CH:10][CH:11]=2)[C:8]([C:12]([OH:14])=[O:13])=[CH:7][CH:6]=[CH:5]3)[CH:19]=[CH:18][N:17]=1 |f:2.3.4|. Procedure: 6-hydroxy-1-napthoic acid (3.2 g, 17 mmol) was reacted with 2,4-dichloropyridine (2.5 g, 17 mmol) and Cs2CO3 (16.6 g, 51 mmol) under the conditions of Example 421 step a to furnish the title compound as a brown solid. MS (ESI, pos. ion) m/z: 300.4 (M+1). Mass Calc'd for C16H10ClNO3: 299.708.